From a dataset of the Open Reaction Database (ORD), a public repository of structured organic reaction records. describe an organic reaction: reactants, conditions, products, and yield Product: BrC=1C=C(C(=NC1)Cl)NC(OC)=O (Methyl 5-bromo-2-chloropyridin-3-ylcarbamate). Reported procedure: Prepared according to the methods described in reagent preparation 26 using 5-bromo-2-chloropyridin-3-amine and methyl chloroformate in step 1. As a reaction SMILES: [Br:1][C:2]1[CH:3]=[C:4]([NH2:9])[C:5]([Cl:8])=[N:6][CH:7]=1.Cl[C:11]([O:13][CH3:14])=[O:12]>>[Br:1][C:2]1[CH:3]=[C:4]([NH:9][C:11](=[O:12])[O:13][CH3:14])[C:5]([Cl:8])=[N:6][CH:7]=1. The reactants are BrC=1C=C(C(=NC1)Cl)N (5-bromo-2-chloropyridin-3-amine), ClC(=O)OC (methyl chloroformate). Starting materials: BrCC(=O)Br (bromoacetyl bromide), ClC=1C(=CC(=C(N)C1)OC)OC (5-chloro-2,4-dimethoxyaniline), TEA. The solvent is O (water), C(Cl)Cl (DCM). Run at time 5 minute. The product is BrCC(=O)NC1=C(C=C(C(=C1)Cl)OC)OC (2-Bromo-N-(5-chloro-2,4-dimethoxy-phenyl)-acetamide). Reaction SMILES: [Cl:1][C:2]1[C:3]([O:11][CH3:12])=[CH:4][C:5]([O:9][CH3:10])=[C:6]([CH:8]=1)[NH2:7].[Br:13][CH2:14][C:15](Br)=[O:16]>C(Cl)Cl.O>[Br:13][CH2:14][C:15]([NH:7][C:6]1[CH:8]=[C:2]([Cl:1])[C:3]([O:11][CH3:12])=[CH:4][C:5]=1[O:9][CH3:10])=[O:16]. Procedure details: A cooled (0° C.) solution of 5-chloro-2,4-dimethoxyaniline (5 g) in DCM under an atmosphere of argon is treated dropwise with bromoacetyl bromide (2.4 ml). After 5 minutes, TEA (7.5 ml) is added dropwise and after stirring for 20 minutes the reaction mixture is diluted with water and extracted with DCM). The organic phase is washed with distilled water, dried over Na2SO4, filtered and evaporated to give a beige solid. This is purified by flash column chromatography on silica, eluting with 20-100... Reactants: ClCCl, COC(=O)C=P(c1ccccc1)(c1ccccc1)c1ccccc1, O=Cc1ccc2[nH]ccc2c1. Product: COC(=O)C=Cc1ccc2[nH]ccc2c1. RXN SMILES: [Cl:36][CH2:37][Cl:38].[c:12]1([P:13]([c:14]2[cH:15][cH:16][cH:17][cH:18][cH:19]2)([c:20]2[cH:21][cH:22][cH:23][cH:24][cH:25]2)=[CH:31][C:32](=[O:33])[O:34][CH3:35])[cH:26][cH:27][cH:28][cH:29][cH:30]1.[nH:1]1[cH:2][cH:3][c:4]2[cH:5][c:6]([CH:10]=[O:11])[cH:7][cH:8][c:9]12>>[nH:1]1[cH:2][cH:3][c:4]2[cH:5][c:6]([CH:10]=[CH:31][C:32](=[O:33])[O:34][CH3:35])[cH:7][cH:8][c:9]12. Reactants: ClCCl, CC(CCCS(C)=O)C(c1cc(F)ccc1F)S(=O)(=O)c1ccc(Cl)cc1, O=C(OO)c1cccc(Cl)c1. Yields the product CC(CCCS(C)(=O)=O)C(c1cc(F)ccc1F)S(=O)(=O)c1ccc(Cl)cc1. As a reaction SMILES: [CH2:39]([Cl:40])[Cl:41].[Cl:1][c:2]1[cH:3][cH:4][c:5]([S:8](=[O:9])(=[O:10])[CH:11]([CH:12]([CH2:13][CH2:14][CH2:15][S:16](=[O:17])[CH3:18])[CH3:19])[c:20]2[c:21]([F:27])[cH:22][cH:23][c:24]([F:26])[cH:25]2)[cH:6][cH:7]1.[OH:28][O:29][C:30]([c:31]1[cH:32][c:33]([Cl:34])[cH:35][cH:36][cH:37]1)=[O:38]>>[Cl:1][c:2]1[cH:3][cH:4][c:5]([S:8](=[O:9])(=[O:10])[CH:11]([CH:12]([CH2:13][CH2:14][CH2:15][S:16](=[O:17])([CH3:18])=[O:28])[CH3:19])[c:20]2[c:21]([F:27])[cH:22][cH:23][c:24]([F:26])[cH:25]2)[cH:6][cH:7]1. Reactants: C(C1=CC=CC=C1)N1CCC(CC1)=O (1-benzyl-4-piperidone), CC1=CC=C(CN)C=C1 (4-methylbenzylamine), [BH4-].[Na+] (sodium borohydride). Solvent: CO (methanol). Conditions: time 16 hour. Yields the product CC1=CC=C(C=C1)CNC1CCN(CC1)CC1=CC=CC=C1 (4-((4-methylphenyl)methyl)amino-1-phenylmethylpiperidine). As a reaction SMILES: [CH2:1]([N:8]1[CH2:13][CH2:12][C:11](=O)[CH2:10][CH2:9]1)[C:2]1[CH:7]=[CH:6][CH:5]=[CH:4][CH:3]=1.[CH3:15][C:16]1[CH:23]=[CH:22][C:19]([CH2:20][NH2:21])=[CH:18][CH:17]=1.[BH4-].[Na+]>CO>[CH3:15][C:16]1[CH:23]=[CH:22][C:19]([CH2:20][NH:21][CH:11]2[CH2:12][CH2:13][N:8]([CH2:1][C:2]3[CH:7]=[CH:6][CH:5]=[CH:4][CH:3]=3)[CH2:9][CH2:10]2)=[CH:18][CH:17]=1 |f:2.3|. Procedure details: To a solution of 1-benzyl-4-piperidone (1.74 g, 9.2 mmol) and 4-methylbenzylamine (0.97 g, 8 mmol) in methanol (30 ml) was added sodium borohydride (525 mg) in small portions over 30 min. The reaction mixture was stirred at room temperature. After 16 h, the mixture was concentrated. Water (30 ml) was added, and the mixture was extracted with dichloromethane (2×20 ml). The combined organic layers were dried (Na2SO4), filtered, and concentrated to give 4-((4-methylphenyl)methyl)amino-1-phenylmethy... Procedure details: Prepared according to procedure T using 4-(3,3-dimethylindolin-6-yl)morpholine (0.175 g, 0.754 mmol), 4-chloro-3-methylquinoline (0.134 g, 0.754 mmol), cesium carbonate (0.492 g, 1.5 mmol), Pd2(dba)3 (0.069 g, 0.075 mmol) and (±) BINAP (0.070 g, 0.113 mmol) in toluene (3 mL). After purification by HPLC 4-(3,3-dimethyl-6-(4-morpholinyl)-2,3-dihydro-1H-indol-1-yl)-3-methylquinoline was obtained. 1H NMR (400 MHz, MeOH) δ ppm 8.82 (1H, s), 8.07 (1H, d, J=8.2 Hz), 7.94 (1H, d, J=8.2 Hz), 7.73 (1H, m)... Reaction SMILES: [CH3:1][C:2]1([CH3:17])[C:10]2[C:5](=[CH:6][C:7]([N:11]3[CH2:16][CH2:15][O:14][CH2:13][CH2:12]3)=[CH:8][CH:9]=2)[NH:4][CH2:3]1.Cl[C:19]1[C:28]2[C:23](=[CH:24][CH:25]=[CH:26][CH:27]=2)[N:22]=[CH:21][C:20]=1[CH3:29].C(=O)([O-])[O-].[Cs+].[Cs+].C1C=CC(P(C2C(C3C(P(C4C=CC=CC=4)C4C=CC=CC=4)=CC=C4C=3C=CC=C4)=C3C(C=CC=C3)=CC=2)C2C=CC=CC=2)=CC=1>C1(C)C=CC=CC=1.C1C=CC(/C=C/C(/C=C/C2C=CC=CC=2)=O)=CC=1.C1C=CC(/C=C/C(/C=C/C2C=CC=CC=2)=O)=CC=1.C1C=CC(/C=C/C(/C=C/C2C=CC=CC=2)=O)=CC=1.[Pd].[Pd]>[CH3:1][C:2]1([CH3:17])[C:10]2[C:5](=[CH:6][C:7]([N:11]3[CH2:16][CH2:15][O:14][CH2:13][CH2:12]3)=[CH:8][CH:9]=2)[N:4]([C:19]2[C:28]3[C:23](=[CH:24][CH:25]=[CH:26][CH:27]=3)[N:22]=[CH:21][C:20]=2[CH3:29])[CH2:3]1 |f:2.3.4,7.8.9.10.11|. Reagents/catalysts: C=1C=CC(=CC1)/C=C/C(=O)/C=C/C2=CC=CC=C2.C=1C=CC(=CC1)/C=C/C(=O)/C=C/C2=CC=CC=C2.C=1C=CC(=CC1)/C=C/C(=O)/C=C/C2=CC=CC=C2.[Pd].[Pd] (Pd2(dba)3). Reactants: CC1(CNC2=CC(=CC=C12)N1CCOCC1)C (4-(3,3-dimethylindolin-6-yl)morpholine), C=1C=CC(=CC1)P(C=2C=CC=CC2)C3=CC=C4C=CC=CC4=C3C5=C6C=CC=CC6=CC=C5P(C=7C=CC=CC7)C=8C=CC=CC8 (BINAP), ClC1=C(C=NC2=CC=CC=C12)C (4-chloro-3-methylquinoline), C([O-])([O-])=O.[Cs+].[Cs+] (cesium carbonate). The solvent is C1(=CC=CC=C1)C (toluene). Product: CC1(CN(C2=CC(=CC=C12)N1CCOCC1)C1=C(C=NC2=CC=CC=C12)C)C (4-(3,3-Dimethyl-6-(4-morpholinyl)-2,3-dihydro-1H-indol-1-yl)-3-methylquinoline). The reactants are CCSc1ncc2cc(-c3ccccc3)c(-c3ccc(C=O)cc3)nc2n1, O=C(OO)c1cccc(Cl)c1, ClCCl. Yields the product CCS(=O)c1ncc2cc(-c3ccccc3)c(-c3ccc(C=O)cc3)nc2n1. Reaction SMILES: [CH2:1]([CH3:2])[S:3][c:4]1[n:5][cH:6][c:7]2[c:8]([n:9]1)[n:10][c:11](-[c:20]1[cH:21][cH:22][c:23]([CH:24]=[O:25])[cH:26][cH:27]1)[c:12](-[c:14]1[cH:15][cH:16][cH:17][cH:18][cH:19]1)[cH:13]2.[Cl:28][c:29]1[cH:30][c:31]([C:36](=[O:33])[O:37][OH:38])[cH:32][cH:34][cH:35]1.[Cl:39][CH2:40][Cl:41]>>[CH2:1]([CH3:2])[S:3]([c:4]1[n:5][cH:6][c:7]2[c:8]([n:9]1)[n:10][c:11](-[c:20]1[cH:21][cH:22][c:23]([CH:24]=[O:25])[cH:26][cH:27]1)[c:12](-[c:14]1[cH:15][cH:16][cH:17][cH:18][cH:19]1)[cH:13]2)=[O:33].